From a dataset of the Open Reaction Database (ORD), a public repository of structured organic reaction records. describe an organic reaction: reactants, conditions, products, and yield Starting materials: O=C([O-])O, CO, CCOC(=O)C(Cc1ccc(C(F)(F)F)cc1)C(O)c1cccc(Cl)n1, Cl, [Na+], [Na+], [OH-]. The product is O=C(O)C(Cc1ccc(C(F)(F)F)cc1)C(O)c1cccc(Cl)n1. As a reaction SMILES: [C:30](=[O:31])([O-:32])[OH:33].[CH3:35][OH:36].[Cl:1][c:2]1[cH:3][cH:4][cH:5][c:6]([CH:8]([CH:9]([C:10](=[O:11])[O:12][CH2:13][CH3:14])[CH2:15][c:16]2[cH:17][cH:18][c:19]([C:22]([F:23])([F:24])[F:25])[cH:20][cH:21]2)[OH:26])[n:7]1.[ClH:29].[Na+:28].[Na+:34].[OH-:27]>>[Cl:1][c:2]1[cH:3][cH:4][cH:5][c:6]([CH:8]([CH:9]([C:10](=[O:11])[OH:12])[CH2:15][c:16]2[cH:17][cH:18][c:19]([C:22]([F:23])([F:24])[F:25])[cH:20][cH:21]2)[OH:26])[n:7]1. Reactants: CC1(CO)COC(C)(C)O1, COc1ccc2cc(C(C)C(=O)O)ccc2c1, CN(C)c1ccncc1, ClCCl. The product is COc1ccc2cc(C(C)C(=O)OCC3(C)COC(C)(C)O3)ccc2c1. RXN SMILES: [CH3:18][C:19]1([CH3:27])[O:20][CH2:21][C:22]([CH3:24])([CH2:25][OH:26])[O:23]1.[CH3:1][O:2][c:3]1[cH:4][c:5]2[cH:6][cH:7][c:8]([CH:13]([C:14](=[O:15])[OH:16])[CH3:17])[cH:9][c:10]2[cH:11][cH:12]1.[CH3:31][N:32]([c:33]1[cH:34][cH:35][n:36][cH:37][cH:38]1)[CH3:39].[Cl:28][CH2:29][Cl:30]>>[CH3:1][O:2][c:3]1[cH:4][c:5]2[cH:6][cH:7][c:8]([CH:13]([C:14]([O:15][CH2:25][C:22]3([CH3:24])[CH2:21][O:20][C:19]([CH3:18])([CH3:27])[O:23]3)=[O:16])[CH3:17])[cH:9][c:10]2[cH:11][cH:12]1. The reactants are C(C=C)OC1=C(OCC2OC2)C=CC=C1 (o-(allyloxy)phenoxymethyloxirane), N[C@H]1CC[C@H](CC1)N1C(NCC1)=O (cis-1-(4-aminocyclohexyl)-2-imidazolidinone), C(\C=C\C(=O)O)(=O)O (fumaric acid). Run in C(C)(C)O (isopropanol). Run at time 8 hour. Product: C(\C=C\C(=O)O)(=O)O.C(C=C)OC1=C(OCC(CN[C@H]2CC[C@H](CC2)N2C(NCC2)=O)O)C=CC=C1.C(C=C)OC1=C(OCC(CN[C@H]2CC[C@H](CC2)N2C(NCC2)=O)O)C=CC=C1 (cis-1-{4-[3-(o-allyloxyphenoxy)-2-hydroxypropylamino]-cyclohexyl}-2-imidazolidinone hemifumarate salt). RXN SMILES: [CH2:1]([O:4][C:5]1[CH:15]=[CH:14][CH:13]=[CH:12][C:6]=1[O:7][CH2:8][CH:9]1[CH2:11][O:10]1)[CH:2]=[CH2:3].[NH2:16][C@@H:17]1[CH2:22][CH2:21][C@H:20]([N:23]2[CH2:27][CH2:26][NH:25][C:24]2=[O:28])[CH2:19][CH2:18]1.[C:29]([OH:36])(=[O:35])/[CH:30]=[CH:31]/[C:32]([OH:34])=[O:33]>C(O)(C)C>[C:29]([OH:36])(=[O:35])/[CH:30]=[CH:31]/[C:32]([OH:34])=[O:33].[CH2:1]([O:4][C:5]1[CH:15]=[CH:14][CH:13]=[CH:12][C:6]=1[O:7][CH2:8][CH:9]([OH:10])[CH2:11][NH:16][C@@H:17]1[CH2:18][CH2:19][C@H:20]([N:23]2[CH2:27][CH2:26][NH:25][C:24]2=[O:28])[CH2:21][CH2:22]1)[CH:2]=[CH2:3].[CH2:1]([O:4][C:5]1[CH:15]=[CH:14][CH:13]=[CH:12][C:6]=1[O:7][CH2:8][CH:9]([OH:10])[CH2:11][NH:16][C@@H:17]1[CH2:18][CH2:19][C@H:20]([N:23]2[CH2:27][CH2:26][NH:25][C:24]2=[O:28])[CH2:21][CH2:22]1)[CH:2]=[CH2:3] |f:4.5.6|. Procedure details: A mixture of 657.6 g of 92% pure o-(allyloxy)phenoxymethyloxirane (U.S. Pat. No. 3,483,221) and 512 g of cis-1-(4-aminocyclohexyl)-2-imidazolidinone is stirred and refluxed for 6 hours in 6,000 ml of isopropanol. To the above reaction mixture, while still hot, is added 162.1 g of fumaric acid. The resulting mixture is allowed to stir at room temperature overnight. The crude product is filtered and washed with 1000 ml of isopropyl alcohol. The thus obtained wet solid is first recrystallized from ... Solvent: COCCOC (DME), CCOC(=O)C (EtOAc). The product is FC1=C(C=C2C=CC=NC2=C1)CC1=CN=C2N1N=C(C=C2)C=2C=NN(C2)CCOCCOC (7-Fluoro-6-(6-{1-[2-(2-methoxy-ethoxy)-ethyl]-1H-pyrazol-4-yl}-imidazo[1,2-b]pyridazin-3-ylmethyl)-quinoline). The reagents and catalysts are Cl[Pd]([P](C1=CC=CC=C1)(C2=CC=CC=C2)C3=CC=CC=C3)([P](C4=CC=CC=C4)(C5=CC=CC=C5)C6=CC=CC=C6)Cl (Pd(PPh3)2Cl2). Starting materials: ClC=1C=CC=2N(N1)C(=CN2)CC=2C=C1C=CC=NC1=CC2F (6-(6-chloro-imidazo[1,2-b]pyridazin-3-ylmethyl)-7-fluoro-quinoline), COCCOCCN1N=CC(=C1)B1OC(C(O1)(C)C)(C)C (1-[2-(2-methoxy-ethoxy)-ethyl]-4-(4,4,5,5-tetramethyl-[1,3,2]dioxaborolan-2-yl)-1H-pyrazole), C(=O)([O-])[O-].[K+].[K+] (K2CO3). Reaction SMILES: Cl[C:2]1[CH:3]=[CH:4][C:5]2[N:6]([C:8]([CH2:11][C:12]3[CH:13]=[C:14]4[C:19](=[CH:20][C:21]=3[F:22])[N:18]=[CH:17][CH:16]=[CH:15]4)=[CH:9][N:10]=2)[N:7]=1.[CH3:23][O:24][CH2:25][CH2:26][O:27][CH2:28][CH2:29][N:30]1[CH:34]=[C:33](B2OC(C)(C)C(C)(C)O2)[CH:32]=[N:31]1.C([O-])([O-])=O.[K+].[K+]>COCCOC.CCOC(C)=O.Cl[Pd](Cl)([P](C1C=CC=CC=1)(C1C=CC=CC=1)C1C=CC=CC=1)[P](C1C=CC=CC=1)(C1C=CC=CC=1)C1C=CC=CC=1>[F:22][C:21]1[CH:20]=[C:19]2[C:14]([CH:15]=[CH:16][CH:17]=[N:18]2)=[CH:13][C:12]=1[CH2:11][C:8]1[N:6]2[N:7]=[C:2]([C:33]3[CH:32]=[N:31][N:30]([CH2:29][CH2:28][O:27][CH2:26][CH2:25][O:24][CH3:23])[CH:34]=3)[CH:3]=[CH:4][C:5]2=[N:10][CH:9]=1 |f:2.3.4,^1:64,83|. Procedure details: A mixture of 6-(6-chloro-imidazo[1,2-b]pyridazin-3-ylmethyl)-7-fluoro-quinoline (Stage 173.1, 50 mg, 0.160 mmol), 1-[2-(2-methoxy-ethoxy)-ethyl]-4-(4,4,5,5-tetramethyl-[1,3,2]dioxaborolan-2-yl)-1H-pyrazole (Stage 233.1, 47 mg, 0.160 mmol), Pd(PPh3)2Cl2 (6 mg, 0.008 mmol) and 2 M K2CO3 (216 μL, 0.432 mmol) in DME (1 mL) was stirred at 95° C. for 1 h. The mixture was diluted with EtOAc and washed with NaHCO3 and brine. The organic layer was dried over Na2SO4, filtered and concentrated. The residue... Conditions: temperature 95 celsius, time 1 hour.